Dataset: the Open Reaction Database (ORD), a public repository of structured organic reaction records. Task: describe an organic reaction: reactants, conditions, products, and yield Reactants: CO, O=C(Nc1cc(Cl)cc2c1[nH]c1cncc(NC(=O)C(F)(F)F)c12)c1cccnc1, [K+], [K+], O=C([O-])[O-]. The product is Nc1cncc2[nH]c3c(NC(=O)c4cccnc4)cc(Cl)cc3c12. As a reaction SMILES: [CH3:37][OH:38].[Cl:1][c:2]1[cH:3][c:4]2[c:5]3[c:6]([NH:24][C:25](=[O:26])[C:27]([F:28])([F:29])[F:30])[cH:7][n:8][cH:9][c:10]3[nH:11][c:12]2[c:13]([NH:15][C:16]([c:17]2[cH:18][n:19][cH:20][cH:21][cH:22]2)=[O:23])[cH:14]1.[K+:31].[K+:32].[O-:33][C:34]([O-:35])=[O:36]>>[Cl:1][c:2]1[cH:3][c:4]2[c:5]3[c:6]([NH2:24])[cH:7][n:8][cH:9][c:10]3[nH:11][c:12]2[c:13]([NH:15][C:16]([c:17]2[cH:18][n:19][cH:20][cH:21][cH:22]2)=[O:23])[cH:14]1. The reactants are BrC=1C=C2C(=NC1)O[C@@]1(C2)CN2CCC1CC2 ((R)-(−)-5′-Bromospiro[1-azabicyclo[2.2.2]octane-3,2′(3′H)-furo[2,3-b]pyridine]), N1CCC1 (azetidine), CC(C)([O-])C.[Na+] (sodium tert-butoxide), C1(=CC=CC=C1)P(C1=C(C2=CC=CC=C2C=C1)C1=C(C=CC2=CC=CC=C12)P(C1=CC=CC=C1)C1=CC=CC=C1)C1=CC=CC=C1 (2,2′-bis(diphenylphosphino)-1,1′-binaphthyl). The reagents and catalysts are C=1C=CC(=CC1)/C=C/C(=O)/C=C/C2=CC=CC=C2.C=1C=CC(=CC1)/C=C/C(=O)/C=C/C2=CC=CC=C2.C=1C=CC(=CC1)/C=C/C(=O)/C=C/C2=CC=CC=C2.[Pd].[Pd] (tris(dibenzylideneacetone)dipalladium). Solvent: O1CCCC1 (tetrahydrofuran). Conditions: temperature 75 celsius. Product: N1(CCC1)C=1C=C2C(=NC1)O[C@@]1(C2)CN2CCC1CC2 ((R)-(−)-5′-(1-Azetidinyl)spiro[1-azabicyclo[2.2.2]octane-3,2′(3′H)-furo[2,3-b]pyridine]). Reaction SMILES: Br[C:2]1[CH:3]=[C:4]2[CH2:10][C@:9]3([CH:15]4[CH2:16][CH2:17][N:12]([CH2:13][CH2:14]4)[CH2:11]3)[O:8][C:5]2=[N:6][CH:7]=1.[NH:18]1[CH2:21][CH2:20][CH2:19]1.CC(C)([O-])C.[Na+].C1(P(C2C=CC=CC=2)C2C=CC3C(=CC=CC=3)C=2C2C3C(=CC=CC=3)C=CC=2P(C2C=CC=CC=2)C2C=CC=CC=2)C=CC=CC=1>C1C=CC(/C=C/C(/C=C/C2C=CC=CC=2)=O)=CC=1.C1C=CC(/C=C/C(/C=C/C2C=CC=CC=2)=O)=CC=1.C1C=CC(/C=C/C(/C=C/C2C=CC=CC=2)=O)=CC=1.[Pd].[Pd].O1CCCC1>[N:18]1([C:2]2[CH:3]=[C:4]3[CH2:10][C@:9]4([CH:15]5[CH2:16][CH2:17][N:12]([CH2:13][CH2:14]5)[CH2:11]4)[O:8][C:5]3=[N:6][CH:7]=2)[CH2:21][CH2:20][CH2:19]1 |f:2.3,5.6.7.8.9|. Procedure details: (R)-(−)-5′-Bromospiro[1-azabicyclo[2.2.2]octane-3,2′(3′H)-furo[2,3-b]pyridine] (295 mg, 1 mmol), azetidine (0.101 mL, 1.5 mmol), sodium tert-butoxide (135 mg, 1.4 mmol), tris(dibenzylideneacetone)dipalladium (46 mg, 0.05 mmol), 2,2′-bis(diphenylphosphino)-1,1′-binaphthyl (62 mg, 0.1 mmol) and anhydrous tetrahydrofuran (9 mL) were combined in a heavy-walled threaded glass tube containing a magnetic stir bar, purged with argon, and sealed with a Teflon plug and FETFE O-ring. The mixture was stirre...